From a dataset of the Open Reaction Database (ORD), a public repository of structured organic reaction records. describe an organic reaction: reactants, conditions, products, and yield Reactants: 4E, C(C)OC(C(C)(C)OC1=CC2=CC=CC=C2C(=C1)O)=O (2-(4-hydroxy-naphthalen-2-yloxy)-2-methyl-propionic acid ethyl ester), CC1=NC(=CC=C1CO)C1=CC=C(C=C1)C(F)(F)F ([2-methyl-6-(4-trifluoromethyl-phenyl)-pyridin-3-yl]-methanol). Product: C(C)OC(C(C)(OC1=CC2=CC=CC=C2C(=C1)OCC=1C(=NC(=CC1)C1=CC=C(C=C1)C(F)(F)F)C)C)=O (2-methyl-2-{4-[2-methyl-6-(4-trifluoromethyl-phenyl)-pyridin-3-ylmethoxy]-naphthalen-2-yloxy}-propionic acid ethyl ester). Reaction SMILES: [CH2:1]([O:3][C:4](=[O:20])[C:5]([O:8][C:9]1[CH:18]=[C:17]([OH:19])[C:16]2[C:11](=[CH:12][CH:13]=[CH:14][CH:15]=2)[CH:10]=1)([CH3:7])[CH3:6])[CH3:2].[CH3:21][C:22]1[C:27]([CH2:28]O)=[CH:26][CH:25]=[C:24]([C:30]2[CH:35]=[CH:34][C:33]([C:36]([F:39])([F:38])[F:37])=[CH:32][CH:31]=2)[N:23]=1>>[CH2:1]([O:3][C:4](=[O:20])[C:5]([CH3:7])([O:8][C:9]1[CH:18]=[C:17]([O:19][CH2:28][C:27]2[C:22]([CH3:21])=[N:23][C:24]([C:30]3[CH:31]=[CH:32][C:33]([C:36]([F:39])([F:37])[F:38])=[CH:34][CH:35]=3)=[CH:25][CH:26]=2)[C:16]2[C:11](=[CH:12][CH:13]=[CH:14][CH:15]=2)[CH:10]=1)[CH3:6])[CH3:2]. Procedure details: In analogy to the procedures described in example 4D] and 4E], 2-(4-hydroxy-naphthalen-2-yloxy)-2-methyl-propionic acid ethyl ester (example 17D]) was reacted with [2-methyl-6-(4-trifluoromethyl-phenyl)-pyridin-3-yl]-methanol (example 1I]) to give 2-methyl-2-{4-[2-methyl-6-(4-trifluoromethyl-phenyl)-pyridin-3-ylmethoxy]-naphthalen-2-yloxy}-propionic acid ethyl ester, which was subsequently saponified to yield the title compound as yellow solid. Starting materials: CCOC(=O)C(CC)(OC(=O)C1CCCN1S(=O)(=O)c1ccc(C)cc1)c1cc2n(c(=O)c1C#N)CCC21OCCO1, CC(=O)OC(C)=O, CC(=O)O, [W]. Yields the product CCOC(=O)C(CC)(OC(=O)C1CCCN1S(=O)(=O)c1ccc(C)cc1)c1cc2n(c(=O)c1CNC(C)=O)CCC21OCCO1. As a reaction SMILES: [C:8](#[N:9])[c:10]1[c:11](=[O:49])[n:12]2[c:16]([cH:17][c:18]1[C:19]([C:20](=[O:21])[O:22][CH2:23][CH3:24])([O:25][C:26](=[O:27])[CH:28]1[N:29]([S:33](=[O:34])(=[O:35])[c:36]3[cH:37][cH:38][c:39]([CH3:42])[cH:40][cH:41]3)[CH2:30][CH2:31][CH2:32]1)[CH2:43][CH3:44])[C:15]1([CH2:14][CH2:13]2)[O:45][CH2:46][CH2:47][O:48]1.[CH3:1][C:2](=[O:3])[O:4][C:5](=[O:6])[CH3:7].[CH3:51][C:52](=[O:53])[OH:54].[W:50]>>[CH3:1][C:2](=[O:3])[NH:9][CH2:8][c:10]1[c:11](=[O:49])[n:12]2[c:16]([cH:17][c:18]1[C:19]([C:20](=[O:21])[O:22][CH2:23][CH3:24])([O:25][C:26](=[O:27])[CH:28]1[N:29]([S:33](=[O:34])(=[O:35])[c:36]3[cH:37][cH:38][c:39]([CH3:42])[cH:40][cH:41]3)[CH2:30][CH2:31][CH2:32]1)[CH2:43][CH3:44])[C:15]1([CH2:14][CH2:13]2)[O:45][CH2:46][CH2:47][O:48]1. Reactants: FC=1C=CC(=C(CO[C@@H]2CN(CC2)C(=O)OC(C)(C)C)C1)S(NC=1C=CC=2[C@@H]3[C@H](COC2C1C(=O)OC)C3)(=O)=O (tert-butyl (S)-3-[(1aR,7bS)-5-fluoro-2-(4-methoxycarbonyl-1,1a,2,7b-tetrahydro-cyclopropa[c]chromen-5-ylsulfamoyl)benzyloxy]pyrrolidine-1-carboxylate), FC=1C=CC(=C(CO[C@@H]2CN(CC2)C(=O)OC(C)(C)C)C1)S(NC=1C=CC=2[C@@H]3[C@H](COC2C1C(=O)OC)C3)(=O)=O (tert-butyl (S)-3-[(1aR,7bS)-5-fluoro-2-(4-methoxycarbonyl-1,1a,2,7b-tetrahydro-cyclopropa[c]chromen-5-ylsulfamoyl)benzyloxy]pyrrolidine-1-carboxylate), FC(C(=O)O)(F)F (trifluoroacetic acid). Run in C(Cl)Cl (DCM). Run at time 1 hour. Product: C(C)[C@@H](C1=C(C=CC(=C1)F)S(=O)(=O)NC1=CC=C2[C@@H]3[C@H](COC2=C1C(=O)OC)C3)OC3CNCC3 (methyl (1aR,7bS)-5-[2-((S)-1-ethylpyrrolidin-3-yloxymethyl)-4-fluorobenzenesulfonylamino]-1,1a,2,7b-tetrahydrocyclopropa[c]chromene-4-carboxylate). As a reaction SMILES: [F:1][C:2]1[CH:3]=[CH:4][C:5]([S:22](=[O:40])(=[O:39])[NH:23][C:24]2[CH:25]=[CH:26][C:27]3[C@H:28]4[CH2:38][C@H:29]4[CH2:30][O:31][C:32]=3[C:33]=2[C:34]([O:36][CH3:37])=[O:35])=[C:6]([CH:21]=1)[CH2:7][O:8][C@H:9]1[CH2:13][CH2:12][N:11](C(OC(C)(C)C)=O)[CH2:10]1.F[C:42](F)(F)[C:43](O)=O>C(Cl)Cl>[CH2:42]([C@H:7]([O:8][CH:9]1[CH2:13][CH2:12][NH:11][CH2:10]1)[C:6]1[CH:21]=[C:2]([F:1])[CH:3]=[CH:4][C:5]=1[S:22]([NH:23][C:24]1[C:33]([C:34]([O:36][CH3:37])=[O:35])=[C:32]2[C:27]([C@H:28]3[CH2:38][C@H:29]3[CH2:30][O:31]2)=[CH:26][CH:25]=1)(=[O:40])=[O:39])[CH3:43]. Reported procedure: A solution of tert-butyl (S)-3-[(1aR,7bS)-5-fluoro-2-(4-methoxycarbonyl-1,1a,2,7b-tetrahydro-cyclopropa[c]chromen-5-ylsulfamoyl)benzyloxy]pyrrolidine-1-carboxylate (Intermediate 214, 0.284 g) in trifluoroacetic acid (4 mL) and DCM (4 mL) was left at room temperature for 30 minutes. The mixture was evaporated in vacuo and the residue was azeotroped with toluene. The residue was dissolved in DCM (4 mL) and acetaldehyde (0.044 g) was added followed by sodium triacetoxyborohydride (0.212 g). The mix... Reactants: [Li]CCCC, CC(C)NC(C)C, Clc1ccoc1, O=C1NC(=O)C(=O)C(=O)N1, C1CCOC1. Yields the product O=C1NC(=O)C(c2occc2Cl)C(=O)N1. As a reaction SMILES: [CH2:1]([Li:2])[CH2:3][CH2:4][CH3:5].[CH:6]([NH:7][CH:8]([CH3:9])[CH3:10])([CH3:11])[CH3:12].[Cl:13][c:14]1[cH:15][o:16][cH:17][cH:18]1.[NH:19]1[C:20](=[O:21])[NH:22][C:23](=[O:24])[C:25](=[O:26])[C:27]1=[O:28].[O:29]1[CH2:30][CH2:31][CH2:32][CH2:33]1>>[Cl:13][c:14]1[c:15]([CH:25]2[C:23](=[O:24])[NH:22][C:20](=[O:21])[NH:19][C:27]2=[O:28])[o:16][cH:17][cH:18]1. Reactants: N(=NC(=O)OCC)C(=O)OCC (diethyl azodicarboxylate), OC1=CC=C(C=C1)C=1NC(=C(N1)C(=O)NC=1SC=CN1)C1=CC=C(C=C1)C (2-(4-hydroxyphenyl)-5-(4-methylphenyl)-N-(2-thiazolyl)imidazole-4-carboxamide), ClC1=CC=C(CO)C=C1 (4-chlorobenzyl alcohol), C1(=CC=CC=C1)P(C1=CC=CC=C1)C1=CC=CC=C1 (triphenylphosphine). Run in O1CCCC1 (tetrahydrofuran), O (Water). Reaction conditions: time 40 hour. Yields the product Cl.ClC1=CC=C(C=C1)COC1=CC=C(C=C1)C=1NC(=C(N1)C(=O)NC=1SC=CN1)C1=CC=C(C=C1)C (2-(4-(4-chlorophenylmethyloxy)-phenyl)-5-(4-methylphenyl)-N-(2-thiazolyl)imidazole-4-carboxamide hydrochloride). Isolated yield 23.1%. As a reaction SMILES: [OH:1][C:2]1[CH:7]=[CH:6][C:5]([C:8]2[NH:9][C:10]([C:21]3[CH:26]=[CH:25][C:24]([CH3:27])=[CH:23][CH:22]=3)=[C:11]([C:13]([NH:15][C:16]3[S:17][CH:18]=[CH:19][N:20]=3)=[O:14])[N:12]=2)=[CH:4][CH:3]=1.[Cl:28][C:29]1[CH:36]=[CH:35][C:32]([CH2:33]O)=[CH:31][CH:30]=1.C1(P(C2C=CC=CC=2)C2C=CC=CC=2)C=CC=CC=1.N(C(OCC)=O)=NC(OCC)=O>O1CCCC1.O>[ClH:28].[Cl:28][C:29]1[CH:36]=[CH:35][C:32]([CH2:33][O:1][C:2]2[CH:7]=[CH:6][C:5]([C:8]3[NH:9][C:10]([C:21]4[CH:22]=[CH:23][C:24]([CH3:27])=[CH:25][CH:26]=4)=[C:11]([C:13]([NH:15][C:16]4[S:17][CH:18]=[CH:19][N:20]=4)=[O:14])[N:12]=3)=[CH:4][CH:3]=2)=[CH:31][CH:30]=1 |f:6.7|. Reported procedure: 2-(4-Hydroxyphenyl)-5-(4-methylphenyl)-N-(2-thiazolyl)-imidazole-4-carboxamide (0.38 g) obtained in Example 23, 4-chlorobenzyl alcohol (0.14 g) and triphenylphosphine (0.26 g) were dissolved in tetrahydrofuran (25 ml) and diethyl azodicarboxylate (0.16 ml) was added. The mixture was stirred for 40 hr. Water was added and the mixture was extracted with ethyl acetate. The ethyl acetate layer was washed with saturated brine and dried. The solvent was evaporated and the obtained residue was purified...